From a dataset of the Open Reaction Database (ORD), a public repository of structured organic reaction records. describe an organic reaction: reactants, conditions, products, and yield Reactants: Cl.ClC1=C(OC2CCNCC2)C=CC=C1 (4-(2-chlorophenoxy)piperidine hydrochloride), C1(=CC=CC=C1)C=1C=CC(=NC1)C(=O)NCC(=O)O ([(5-phenyl-pyridine-2-carbonyl)-amino]-acetic acid), CCN(C(C)C)C(C)C (DIPEA), C=1C=CC2=C(C1)N=NN2O (HOBt), CCN=C=NCCCN(C)C.Cl (EDCI.HCl). The solvent is CN(C)C=O (DMF), O (water). Conditions: time 8 hour. Product: O=C(CNC(=O)C1=NC=C(C=C1)C1=CC=CC=C1)N1CCC(CC1)OC1=C(C=CC=C1)Cl (5-phenyl-pyridine-2-carboxylic acid {2-oxo-2-[4-(2-chloro-phenoxy)-piperidin-1-yl]-ethyl}-amide). The yield is 44.9%. As a reaction SMILES: [C:1]1([C:7]2[CH:8]=[CH:9][C:10]([C:13]([NH:15][CH2:16][C:17]([OH:19])=O)=[O:14])=[N:11][CH:12]=2)[CH:6]=[CH:5][CH:4]=[CH:3][CH:2]=1.CCN(C(C)C)C(C)C.C1C=CC2N(O)N=NC=2C=1.CCN=C=NCCCN(C)C.Cl.Cl.[Cl:52][C:53]1[CH:65]=[CH:64][CH:63]=[CH:62][C:54]=1[O:55][CH:56]1[CH2:61][CH2:60][NH:59][CH2:58][CH2:57]1>CN(C=O)C.O>[O:19]=[C:17]([N:59]1[CH2:58][CH2:57][CH:56]([O:55][C:54]2[CH:62]=[CH:63][CH:64]=[CH:65][C:53]=2[Cl:52])[CH2:61][CH2:60]1)[CH2:16][NH:15][C:13]([C:10]1[CH:9]=[CH:8][C:7]([C:1]2[CH:2]=[CH:3][CH:4]=[CH:5][CH:6]=2)=[CH:12][N:11]=1)=[O:14] |f:3.4,5.6|. Procedure details: To a stirred solution of [(5-phenyl-pyridine-2-carbonyl)-amino]-acetic acid (0.07 g, 0.00027 mol) in DMF (1.5 mL) was added DIPEA (0.105 g, 0.00082 mol), HOBt (0.044 g, 0.00033 mol) and EDCI.HCl (0.062 g, 0.00033 mol) at ambient temperature. After 2 minutes 4-(2-chlorophenoxy)piperidine hydrochloride (0.081 g, 0.000327 mol) was added and the resulting mixture was stirred overnight. The reaction mixture was then diluted with cold water and the product was extracted with ethyl acetate. The ethyl a... Starting materials: [Al+3], CCOC(=O)c1c(Cn2cncn2)nc2sc3c(c2c1-c1ccc(OC)c(OC)c1)CCN(C(=O)c1ccccc1)C3, [H-], [H-], [H-], [H-], [Li+], C1CCOC1, O. Product: CCOC(=O)c1c(Cn2cncn2)nc2sc3c(c2c1-c1ccc(OC)c(OC)c1)CCNC3. RXN SMILES: [Al+3:2].[C:7](=[O:8])([c:9]1[cH:10][cH:11][cH:12][cH:13][cH:14]1)[N:15]1[CH2:16][c:17]2[c:18]([c:21]3[c:22]([n:23][c:24]([CH2:42][n:43]4[n:44][cH:45][n:46][cH:47]4)[c:25]([C:37](=[O:38])[O:39][CH2:40][CH3:41])[c:26]3-[c:27]3[cH:28][c:29]([O:35][CH3:36])[c:30]([O:33][CH3:34])[cH:31][cH:32]3)[s:48]2)[CH2:19][CH2:20]1.[H-:1].[H-:4].[H-:5].[H-:6].[Li+:3].[O:50]1[CH2:51][CH2:52][CH2:53][CH2:54]1.[OH2:49]>>[NH:15]1[CH2:16][c:17]2[c:18]([c:21]3[c:22]([n:23][c:24]([CH2:42][n:43]4[n:44][cH:45][n:46][cH:47]4)[c:25]([C:37](=[O:38])[O:39][CH2:40][CH3:41])[c:26]3-[c:27]3[cH:28][c:29]([O:35][CH3:36])[c:30]([O:33][CH3:34])[cH:31][cH:32]3)[s:48]2)[CH2:19][CH2:20]1.